This data is from the Open Reaction Database (ORD), a public repository of structured organic reaction records. The task is: describe an organic reaction: reactants, conditions, products, and yield The reactants are CC1(C)C2CCC1(CS(=O)(=O)O)C(=O)C2, CCO, Cc1ccccc1, CCOCC, CCOC(C)=O, CN1CC(N2CCN(C(=O)Nc3cc(Oc4ccc(N)cc4F)ccn3)CC2)C1, [Na+], O=C([O-])O, O=C(Cc1ccccc1)N=C=S. Product: CN1CC(N2CCN(C(=O)Nc3cc(Oc4ccc(NC(=S)NC(=O)Cc5ccccc5)cc4F)ccn3)CC2)C1. As a reaction SMILES: [C:30]12([CH2:31][S:32]([OH:33])(=[O:34])=[O:35])[C:36]([CH3:37])([CH3:38])[CH:39]([CH2:40][CH2:41]1)[CH2:42][C:43]2=[O:44].[CH3:62][CH2:63][OH:64].[CH3:65][c:66]1[cH:67][cH:68][cH:69][cH:70][cH:71]1.[CH3:72][CH2:73][O:74][CH2:75][CH3:76].[CH3:77][CH2:78][O:79][C:80](=[O:81])[CH3:82].[NH2:1][c:2]1[cH:3][c:4]([F:29])[c:5]([O:6][c:7]2[cH:8][c:9]([NH:13][C:14](=[O:15])[N:16]3[CH2:17][CH2:18][N:19]([CH:22]4[CH2:23][N:24]([CH3:26])[CH2:25]4)[CH2:20][CH2:21]3)[n:10][cH:11][cH:12]2)[cH:27][cH:28]1.[Na+:57].[OH:58][C:59](=[O:60])[O-:61].[c:45]1([CH2:51][C:52](=[O:53])[N:54]=[C:55]=[S:56])[cH:46][cH:47][cH:48][cH:49][cH:50]1>>[NH:1]([c:2]1[cH:3][c:4]([F:29])[c:5]([O:6][c:7]2[cH:8][c:9]([NH:13][C:14](=[O:15])[N:16]3[CH2:17][CH2:18][N:19]([CH:22]4[CH2:23][N:24]([CH3:26])[CH2:25]4)[CH2:20][CH2:21]3)[n:10][cH:11][cH:12]2)[cH:27][cH:28]1)[C:55]([NH:54][C:52]([CH2:51][c:45]1[cH:46][cH:47][cH:48][cH:49][cH:50]1)=[O:53])=[S:56]. Reactants: O=C(CBr)OCc1ccccc1, O=C(CCc1ccccc1)N1C(=O)OCC1Cc1ccccc1, CCCCCC, CC(C)NC(C)C, [Cl-], [Li]CCCC, [Na+], C1CCOC1. Product: O=C(CC(Cc1ccccc1)C(=O)N1C(=O)OCC1Cc1ccccc1)OCc1ccccc1. RXN SMILES: [Br:36][CH2:37][C:38](=[O:39])[O:40][CH2:41][c:42]1[cH:43][cH:44][cH:45][cH:46][cH:47]1.[CH2:13]([c:14]1[cH:15][cH:16][cH:17][cH:18][cH:19]1)[CH:20]1[N:21]([C:26]([CH2:27][CH2:28][c:29]2[cH:30][cH:31][cH:32][cH:33][cH:34]2)=[O:35])[C:22](=[O:25])[O:23][CH2:24]1.[CH3:50][CH2:51][CH2:52][CH2:53][CH2:54][CH3:55].[CH:1]([NH:2][CH:3]([CH3:4])[CH3:5])([CH3:6])[CH3:7].[Cl-:49].[Li:8][CH2:9][CH2:10][CH2:11][CH3:12].[Na+:48].[O:56]1[CH2:57][CH2:58][CH2:59][CH2:60]1>>[CH2:13]([c:14]1[cH:15][cH:16][cH:17][cH:18][cH:19]1)[CH:20]1[N:21]([C:26]([CH:27]([CH2:28][c:29]2[cH:30][cH:31][cH:32][cH:33][cH:34]2)[CH2:37][C:38](=[O:39])[O:40][CH2:41][c:42]2[cH:43][cH:44][cH:45][cH:46][cH:47]2)=[O:35])[C:22](=[O:25])[O:23][CH2:24]1. Starting materials: O (water), [H-].[Na+] (sodium hydride), C(CCCCC=C)C(C(=O)OCC)C(=O)OCC (diethyl 2-(6-heptenyl)malonate), ICCCC(C(C(C(F)(F)F)(F)F)(F)F)(F)F (1-Iodo-4,4,5,5,6,6,7,7,7-nonafluoroheptane). The solvent is O1CCCC1 (tetrahydrofuran). Reaction conditions: time 30 minute. Product: C(CCCCC=C)C(C(=O)OCC)(C(=O)OCC)CCCC(C(C(C(F)(F)F)(F)F)(F)F)(F)F (diethyl 2-(6-heptenyl)-2-(4,4,5,5,6,6,7,7,7-nonafluoroheptyl)malonate). The yield is 101.6%. As a reaction SMILES: [H-].[Na+].[CH2:3]([CH:10]([C:16]([O:18][CH2:19][CH3:20])=[O:17])[C:11]([O:13][CH2:14][CH3:15])=[O:12])[CH2:4][CH2:5][CH2:6][CH2:7][CH:8]=[CH2:9].I[CH2:22][CH2:23][CH2:24][C:25]([F:37])([F:36])[C:26]([F:35])([F:34])[C:27]([F:33])([F:32])[C:28]([F:31])([F:30])[F:29].O>O1CCCC1>[CH2:3]([C:10]([CH2:22][CH2:23][CH2:24][C:25]([F:36])([F:37])[C:26]([F:34])([F:35])[C:27]([F:32])([F:33])[C:28]([F:29])([F:31])[F:30])([C:16]([O:18][CH2:19][CH3:20])=[O:17])[C:11]([O:13][CH2:14][CH3:15])=[O:12])[CH2:4][CH2:5][CH2:6][CH2:7][CH:8]=[CH2:9] |f:0.1|. Procedure: 60% sodium hydride (0.54 g, 13.5 mmol) was added to a solution of diethyl 2-(6-heptenyl)malonate (3.0 g, 11.7 mmol) in tetrahydrofuran (30 ml) followed by stirring for 30 minutes at room temperature. 1-Iodo-4,4,5,5,6,6,7,7,7-nonafluoroheptane (5.45 g, 14.04 mmol) was added to the mixture followed by stirring for 12 hours at room temperature. After the reaction was completed, water was added to the reaction mixture, which was then extracted with ethyl acetate. The organic layer was washed with wa... The reactants are CC[SiH](CC)CC, ClCCl, O=C1c2ccccc2C(O)N1CCN1CCC(c2noc3cc(F)ccc23)CC1, [Na+], O=C([O-])O, O=C(O)C(F)(F)F. Yields the product O=C1c2ccccc2CN1CCN1CCC(c2noc3cc(F)ccc23)CC1. Reaction SMILES: [CH2:37]([SiH:38]([CH2:39][CH3:40])[CH2:41][CH3:42])[CH3:43].[Cl:49][CH2:50][Cl:51].[F:1][c:2]1[cH:3][c:4]2[c:5]([c:6]([CH:9]3[CH2:10][CH2:11][N:12]([CH2:15][CH2:16][N:17]4[C:18](=[O:27])[c:19]5[cH:20][cH:21][cH:22][cH:23][c:24]5[CH:25]4[OH:26])[CH2:13][CH2:14]3)[n:7][o:8]2)[cH:28][cH:29]1.[Na+:48].[O-:44][C:45]([OH:46])=[O:47].[OH:30][C:31]([C:32]([F:33])([F:34])[F:35])=[O:36]>>[F:1][c:2]1[cH:3][c:4]2[c:5]([c:6]([CH:9]3[CH2:10][CH2:11][N:12]([CH2:15][CH2:16][N:17]4[C:18](=[O:27])[c:19]5[cH:20][cH:21][cH:22][cH:23][c:24]5[CH2:25]4)[CH2:13][CH2:14]3)[n:7][o:8]2)[cH:28][cH:29]1.